This data is from the Open Reaction Database (ORD), a public repository of structured organic reaction records. The task is: describe an organic reaction: reactants, conditions, products, and yield Reactants: CC(=O)O, Cl, O=Cc1cc(Oc2ccccc2)ccc1O, O. As a reaction SMILES: [CH3:18][C:19](=[O:20])[OH:21].[Cl:17].[O:1]([c:2]1[cH:3][cH:4][cH:5][cH:6][cH:7]1)[c:8]1[cH:9][cH:10][c:11]([OH:16])[c:12]([CH:13]=[O:14])[cH:15]1.[OH2:22]>>[cH:8]1[cH:9][cH:10][c:11]([OH:16])[c:12]([CH:13]=[O:14])[cH:15]1. Yields the product O=Cc1ccccc1O. Starting materials: BrCc1ccc(CC2CCOCC2)cc1, O=C([O-])[O-], CC#N, [K+], [K+], COC(=O)CCC(C(N)=O)N1Cc2c(O)cccc2C1=O. Product: COC(=O)CCC(C(N)=O)N1Cc2c(OCc3ccc(CC4CCOCC4)cc3)cccc2C1=O. RXN SMILES: [Br:22][CH2:23][c:24]1[cH:25][cH:26][c:27]([CH2:28][CH:29]2[CH2:30][CH2:31][O:32][CH2:33][CH2:34]2)[cH:35][cH:36]1.[C:37](=[O:38])([O-:39])[O-:40].[CH3:43][C:44]#[N:45].[K+:41].[K+:42].[NH2:1][C:2]([CH:3]([CH2:4][CH2:5][C:6](=[O:7])[O:8][CH3:9])[N:10]1[C:11](=[O:20])[c:12]2[cH:13][cH:14][cH:15][c:16]([OH:19])[c:17]2[CH2:18]1)=[O:21]>>[NH2:1][C:2]([CH:3]([CH2:4][CH2:5][C:6](=[O:7])[O:8][CH3:9])[N:10]1[C:11](=[O:20])[c:12]2[cH:13][cH:14][cH:15][c:16]([O:19][CH2:23][c:24]3[cH:25][cH:26][c:27]([CH2:28][CH:29]4[CH2:30][CH2:31][O:32][CH2:33][CH2:34]4)[cH:35][cH:36]3)[c:17]2[CH2:18]1)=[O:21]. Starting materials: [H-].[Na+] (Sodium hydride), ClC1=C(C(=O)O)C=CC=N1 (2-Chloronicotinic acid), CN(C=O)C (dimethylformamide), FC=1C=C(C=CC1)O (3-Fluorophenol). The solvent is O (water). Conditions: time 5 minute. Yields the product FC=1C=C(OC2=C(C(=O)O)C=CC=N2)C=CC1 (2-(3-Fluorophenoxy)nicotinic Acid). Isolated yield 19.2%. Reaction SMILES: [H-].[Na+].CN(C)C=O.[F:8][C:9]1[CH:10]=[C:11]([OH:15])[CH:12]=[CH:13][CH:14]=1.Cl[C:17]1[N:25]=[CH:24][CH:23]=[CH:22][C:18]=1[C:19]([OH:21])=[O:20]>O>[F:8][C:9]1[CH:10]=[C:11]([CH:12]=[CH:13][CH:14]=1)[O:15][C:17]1[N:25]=[CH:24][CH:23]=[CH:22][C:18]=1[C:19]([OH:21])=[O:20] |f:0.1|. Reported procedure: Sodium hydride dispersion, 50% by weight (3.05 grams, 63.47 mmol) is placed into a 125 ml round bottom equipped with a stir bar and condenser under nitrogen and is charged with 32 ml of dimethylformamide. 3-Fluorophenol (3.56 grams, 31.73 mmol) is added portionwise over five minutes. During this addition, an exotherm and vigorous gas evolution is observed. The reaction is allowed to stir for five minutes. 2-Chloronicotinic acid (5.00 grams, 31.73 mmol) is added portionwise over five minutes. Gas...